This data is from the Open Reaction Database (ORD), a public repository of structured organic reaction records. The task is: describe an organic reaction: reactants, conditions, products, and yield Starting materials: CC(=O)O[BH-](OC(C)=O)OC(C)=O, CC(C)(C)OC(=O)N1CCCC1CNCc1ccc(F)cc1, CC(=O)O, CC(Cl)Cl, ClCCl, O=Cc1cc(-c2ccc3c(c2)nnn3C(c2ccccc2)(c2ccccc2)c2ccccc2)ccc1F, [Na+]. Yields the product CC(C)(C)OC(=O)N1CCCC1CN(Cc1ccc(F)cc1)Cc1cc(-c2ccc3c(c2)nnn3C(c2ccccc2)(c2ccccc2)c2ccccc2)ccc1F. RXN SMILES: [C:1]([O:2][BH-:3]([O:4][C:5](=[O:6])[CH3:7])[O:8][C:9](=[O:10])[CH3:11])(=[O:12])[CH3:13].[C:56]([CH3:57])([CH3:58])([CH3:59])[O:60][C:61](=[O:62])[N:63]1[CH:64]([CH2:68][NH:69][CH2:70][c:71]2[cH:72][cH:73][c:74]([F:77])[cH:75][cH:76]2)[CH2:65][CH2:66][CH2:67]1.[CH3:15][C:16](=[O:17])[OH:18].[Cl:78][CH:79]([Cl:80])[CH3:81].[Cl:82][CH2:83][Cl:84].[F:19][c:20]1[c:21]([CH:54]=[O:55])[cH:22][c:23](-[c:26]2[cH:27][c:28]3[c:29]([n:30]([C:33]([c:34]4[cH:35][cH:36][cH:37][cH:38][cH:39]4)([c:40]4[cH:41][cH:42][cH:43][cH:44][cH:45]4)[c:46]4[cH:47][cH:48][cH:49][cH:50][cH:51]4)[n:31][n:32]3)[cH:52][cH:53]2)[cH:24][cH:25]1.[Na+:14]>>[F:19][c:20]1[c:21]([CH2:54][N:69]([CH2:68][CH:64]2[N:63]([C:61]([O:60][C:56]([CH3:57])([CH3:58])[CH3:59])=[O:62])[CH2:67][CH2:66][CH2:65]2)[CH2:70][c:71]2[cH:72][cH:73][c:74]([F:77])[cH:75][cH:76]2)[cH:22][c:23](-[c:26]2[cH:27][c:28]3[c:29]([n:30]([C:33]([c:34]4[cH:35][cH:36][cH:37][cH:38][cH:39]4)([c:40]4[cH:41][cH:42][cH:43][cH:44][cH:45]4)[c:46]4[cH:47][cH:48][cH:49][cH:50][cH:51]4)[n:31][n:32]3)[cH:52][cH:53]2)[cH:24][cH:25]1. Starting materials: C(C)(C)N(C(C)C)CC (DIEA), mercuric chloride, S1C(=CC=C1)NC (thiophen-2-yl-methylamine), S1C(=S)NC(=O)C1 (rhodanine). Solvent: C(C)#N (acetonitrile), C(C)#N (acetonitrile). Run at temperature 0 celsius, time 2 day. Yields the product S1C(=CC=C1)CNC=1SCC(N1)=O (2-[(thiophen-2-ylmethyl)-amino]-thiazol-4-one). Yield: 129.0%. RXN SMILES: [S:1]1[CH:5]=[CH:4][CH:3]=[C:2]1NC.[S:8]1[CH2:14][C:12](=[O:13])[NH:11][C:9]1=S.[CH:15]([N:18](CC)C(C)C)(C)C>C(#N)C>[S:1]1[CH:5]=[CH:4][CH:3]=[C:2]1[CH2:15][NH:18][C:9]1[S:8][CH2:14][C:12](=[O:13])[N:11]=1. Reported procedure: To a suspension of thiophen-2-yl-methylamine (22.63 g, 200 mmol) and rhodanine (2-thio-4-thiazolin-4-one) (13.32 g, 100 mmol) in acetonitrile (200 mL) was added DIEA (N,N-diisopropylethylamine) (34.8 mL, 45.0 mmol) at room temperature. Then, it gave a clear solution within 2 min and this solution was cooled to 0° C. To this, mercuric chloride (27.15 g, 100 mmol) was added in three portions within a period of 15 min. After addition, the suspension was allowed to warm to room temperature and stirr... The reactants are N(=O)[O-].[Na+] (sodium nitrite), NC1=CC(=C(C=C1)O)OC(F)(F)F (4-amino-2-trifluoromethoxyphenol), F.N1=CC=CC=C1 (hydrofluoric acid pyridine), stannous chloride dihydrate, O.O.O.[F-].C(CCC)[N+](CCCC)(CCCC)CCCC (tetrabutylammonium fluoride trihydrate), ice water. Solvent: C(C)(=O)OCC (ethyl acetate). Conditions: temperature 100 celsius. Yields the product FC1=CC(=C(C=C1)O)OC(F)(F)F (4-fluoro-2-trifluoromethoxyphenol). The yield is 17.9%. Reaction SMILES: N([O-])=O.[Na+].N[C:6]1[CH:11]=[CH:10][C:9]([OH:12])=[C:8]([O:13][C:14]([F:17])([F:16])[F:15])[CH:7]=1.[FH:18].N1C=CC=CC=1.O.O.O.[F-].C([N+](CCCC)(CCCC)CCCC)CCC>C(OCC)(=O)C>[F:18][C:6]1[CH:11]=[CH:10][C:9]([OH:12])=[C:8]([O:13][C:14]([F:17])([F:16])[F:15])[CH:7]=1 |f:0.1,3.4,5.6.7.8.9|. Procedure details: 33 mg (0.48 mmol) of sodium nitrite was added to a solution of 77 mg (0.4 mmol) of 4-amino-2-trifluoromethoxyphenol in 0.8 mL of 65% (w/w) hydrofluoric acid/pyridine under argon atmosphere with stirring at an outer bath temperature of 0˜5° C. The outer bath was heated to 5˜10° C. and the mixture was stirred for 30 min until the solution turned brownish red. To the above solution were successively added 90 mg (0.4 mmol) of stannous chloride dihydrate and 105 mg (0.4 mmol) of tetrabutylammonium fl... The reactants are NC1=NN(CC1)C1=CC=CC=C1 (3-Amino-1-phenyl-2-pyrazoline), S(O)(O)(=O)=O (sulfuric acid). Run in C(C)O (ethanol). Conditions: time 2 hour. Product: S(=O)(=O)(O)O.NC1=NN(CC1)C1=CC=CC=C1 (3-Amino-1-phenyl-2-pyrazoline sulfate). As a reaction SMILES: [NH2:1][C:2]1[CH2:6][CH2:5][N:4]([C:7]2[CH:12]=[CH:11][CH:10]=[CH:9][CH:8]=2)[N:3]=1.[S:13](=[O:17])(=[O:16])([OH:15])[OH:14]>C(O)C>[S:13]([OH:17])([OH:16])(=[O:15])=[O:14].[NH2:1][C:2]1[CH2:6][CH2:5][N:4]([C:7]2[CH:8]=[CH:9][CH:10]=[CH:11][CH:12]=2)[N:3]=1 |f:3.4|. Procedure: A 2.0 g. amount of 3-amino-1-phenyl-2-pyrazoline (Example 1) is dissolved in 200 ml. of absolute ethanol, then 4.0 ml. of 10% w/w sulfuric acid solution is added with stirring. The reaction mixture is allowed to stand for 2 hours at room temperature then is filtered. The precipitate is refluxed with 100 ml. of acetone, cooled and filtered to give 1.40 g. of the desired product, m.p. 181°-183° C. Starting materials: CN(C)C=O, COC1(OC)CCN(Cc2ccccc2)CC1O, ClCc1ccccc1, [H-], [Na+], O. Yields the product COC1(OC)CCN(Cc2ccccc2)CC1OCc1ccccc1. RXN SMILES: [CH3:19][N:20]([CH3:21])[CH:22]=[O:23].[CH3:1][O:2][C:3]1([O:17][CH3:18])[CH:4]([OH:16])[CH2:5][N:6]([CH2:9][c:10]2[cH:11][cH:12][cH:13][cH:14][cH:15]2)[CH2:7][CH2:8]1.[Cl:26][CH2:27][c:28]1[cH:29][cH:30][cH:31][cH:32][cH:33]1.[H-:24].[Na+:25].[OH2:34]>>[CH3:1][O:2][C:3]1([O:17][CH3:18])[CH:4]([O:16][CH2:27][c:28]2[cH:29][cH:30][cH:31][cH:32][cH:33]2)[CH2:5][N:6]([CH2:9][c:10]2[cH:11][cH:12][cH:13][cH:14][cH:15]2)[CH2:7][CH2:8]1.